This data is from the Open Reaction Database (ORD), a public repository of structured organic reaction records. The task is: describe an organic reaction: reactants, conditions, products, and yield Starting materials: CC(OCC)(OCC)OCC (MeC(OEt)3), crude residue, BrC1=CC(=C(C=C1)[N+](=O)[O-])F (4-bromo-2-fluoro-1-nitrobenzene), C(=O)([O-])[O-].[Cs+].[Cs+] (Cs2CO3), N[C@@H]1CN(CC1)C(=O)OC(C)(C)C ((S)-tert-butyl 3-aminopyrrolidine-1-carboxylate). Reagents/catalysts: [Pt] (Pt/C). Run in CC(=O)O (AcOH), CCOC(=O)C (EtOAc), O (H2O), CCO.CCOC(=O)C (EtOH EtOAc), CN(C)C=O (DMF). Run at time 16 hour. The product is BrC=1C=CC2=C(N(C(=N2)C)[C@@H]2CN(CC2)C(=O)OC(C)(C)C)C1 ((S)-tert-butyl 3-(6-bromo-2-methyl-1H-benzo[d]imidazol-1-yl)pyrrolidine-1-carboxylate). RXN SMILES: [Br:1][C:2]1[CH:7]=[CH:6][C:5]([N+:8]([O-])=O)=[C:4](F)[CH:3]=1.C([O-])([O-])=O.[Cs+].[Cs+].[NH2:18][C@H:19]1[CH2:23][CH2:22][N:21]([C:24]([O:26][C:27]([CH3:30])([CH3:29])[CH3:28])=[O:25])[CH2:20]1.[CH3:31][C:32](OCC)(OCC)OCC>CN(C=O)C.CCOC(C)=O.O.CCO.CCOC(C)=O.CC(O)=O.[Pt]>[Br:1][C:2]1[CH:7]=[CH:6][C:5]2[N:8]=[C:31]([CH3:32])[N:18]([C@H:19]3[CH2:23][CH2:22][N:21]([C:24]([O:26][C:27]([CH3:30])([CH3:29])[CH3:28])=[O:25])[CH2:20]3)[C:4]=2[CH:3]=1 |f:1.2.3,9.10|. Procedure details: A flask was charged with 4-bromo-2-fluoro-1-nitrobenzene (531 mg, 2.41 mmol), Cs2CO3 (2.43 g, 7.46 mmol) and diluted with DMF (6 mL). The reaction mixture was then treated with (S)-tert-butyl 3-aminopyrrolidine-1-carboxylate (0.9 mL, 5.16 mmol) at room temperature and allowed to stir for 16 hours. The mixture was diluted with EtOAc and H2O and the layers were separated. The aqueous layer was extracted with EtOAc and the combined organic extracts were dried over Na2SO4, filtered through a small p... The reactants are CS(=O)(=O)O[C@H](CCCC)C ((S)-1-methylpentyl methanesulfonate), C(CC(=O)OCC)(=O)OCC (diethyl malonate), [H][H] (hydrogen), [Cl-].[NH4+] (ammonium chloride), [H-].[Na+] (sodium hydride). The solvent is CCOCC (ether), COCCOC (1,2-dimethoxyethane), CN(C=O)C (dimethylformamide). Procedure: At room temperature, a three-neck flask with internal thermometer, dropping funnel and stirrer was initially charged under protective nitrogen gas with 14.7 g of sodium hydride (95% pure, 0.583 mol) in 290 ml of dry 1,2-dimethoxyethane and 50 ml of dry dimethylformamide. Subsequently, 97.5 g of diethyl malonate (0.609 mol) were added dropwise at from 25 to 30° C. with evolution of hydrogen. The clear mixture was stirred at 25° C. for 30 min and 93 g of (S)-1-methylpentyl methanesulfonate (0.516 ... As a reaction SMILES: [H-].[Na+].[C:3]([O:11][CH2:12][CH3:13])(=[O:10])[CH2:4][C:5]([O:7][CH2:8][CH3:9])=[O:6].[H][H].CS(O[C@@H:21]([CH3:26])[CH2:22][CH2:23][CH2:24][CH3:25])(=O)=O.[Cl-].[NH4+]>COCCOC.CN(C)C=O.CCOCC>[CH3:26][C@@H:21]([CH:4]([C:5]([O:7][CH2:8][CH3:9])=[O:6])[C:3]([O:11][CH2:12][CH3:13])=[O:10])[CH2:22][CH2:23][CH2:24][CH3:25] |f:0.1,5.6|. The product is C[C@H](CCCC)C(C(=O)OCC)C(=O)OCC (diethyl [(R)-1-methylpentyl]malonate). Conditions: temperature 25 celsius, time 30 minute.